From a dataset of the Open Reaction Database (ORD), a public repository of structured organic reaction records. describe an organic reaction: reactants, conditions, products, and yield Starting materials: [H-].[Na+] (Sodium hydride), C(C)(C)(C)OC(=O)N[C@@H](CO)C(=O)O (N-tert-butoxycarbonyl L-serine), BrCC#C (3-Bromopropyne). Run in CN(C)C=O (DMF). Reaction conditions: temperature 0 celsius, time 1 hour. The product is C(C)(C)(C)OC(=O)N[C@@H](COC#CC)C(=O)O (N-Tert-Butoxycarbonyl O-Propynyl-L-Serine). The yield is 101.2%. Reaction SMILES: [C:1]([O:5][C:6]([NH:8][C@H:9]([C:12]([OH:14])=[O:13])[CH2:10][OH:11])=[O:7])([CH3:4])([CH3:3])[CH3:2].[H-].[Na+].Br[CH2:18][C:19]#[CH:20]>CN(C=O)C>[C:1]([O:5][C:6]([NH:8][C@H:9]([C:12]([OH:14])=[O:13])[CH2:10][O:11][C:18]#[C:19][CH3:20])=[O:7])([CH3:4])([CH3:2])[CH3:3] |f:1.2|. Procedure details: N-tert-butoxycarbonyl L-serine 12 (25.42 g, 0.1239 mol) was dissolved in DMF (190 mL) and the solution cooled to 0° C. (ice bath). Sodium hydride (60% (w/w) dispersion in mineral oil, 10.90 g, 0.2725 mol) was added over 15 min and the reaction mixture stirred for 1 h at 0° C. 3-Bromopropyne (80% (w/w) solution in toluene, 20.25 g, 0.1362 mol) was added dropwise over 15 min. The reaction mixture was stirred for 1 h at 0° C., after which the ice bath was removed and stirring continued for 3 h 40 m... The reactants are BrCC1CC1, O=C([O-])[O-], CN(C)C=O, [K+], [K+], O, COc1ccc(C=O)cc1O. Yields the product COc1ccc(C=O)cc1OCC1CC1. Reaction SMILES: [Br:12][CH2:13][CH:14]1[CH2:15][CH2:16]1.[C:17](=[O:18])([O-:19])[O-:20].[CH3:24][N:25]([CH3:26])[CH:27]=[O:28].[K+:21].[K+:22].[OH2:23].[OH:1][c:2]1[cH:3][c:4]([CH:5]=[O:6])[cH:7][cH:8][c:9]1[O:10][CH3:11]>>[O:1]([c:2]1[cH:3][c:4]([CH:5]=[O:6])[cH:7][cH:8][c:9]1[O:10][CH3:11])[CH2:13][CH:14]1[CH2:15][CH2:16]1.